This data is from the Open Reaction Database (ORD), a public repository of structured organic reaction records. The task is: describe an organic reaction: reactants, conditions, products, and yield Reactants: ICCC[Si](C)(C)C(C)(C)C ((3-iodopropyl)-tert-butyl-dimethyl silane), C1CCOC1 (THF), O (water), [H-].[Na+] (NaH), C1CCOC1 (THF), CN(C(=O)[C@H]1N(C[C@H](C1)O)C(=O)OC(C)(C)C)C (tert-butyl (2S,4S)-2-[(dimethylamino)carbonyl]-4-hydroxypyrrolidine-1-carboxylate). Run at temperature 50 celsius, time 1 hour. Product: [Si](C)(C)(C(C)(C)C)OCCCO[C@@H]1C[C@H](N(C1)C(=O)OC(C)(C)C)C(=O)N(C)C (tert-butyl (2S,4R)-4-(3-{[tert-butyl(dimethyl)silyl]oxy}propoxy)-2-[(dimethylamino)carbonyl]pyrrolidine-1-carboxylate). Reaction SMILES: [H-].[Na+].[CH3:3][N:4]([CH3:20])[C:5]([C@@H:7]1[CH2:11][C@H:10]([OH:12])[CH2:9][N:8]1[C:13]([O:15][C:16]([CH3:19])([CH3:18])[CH3:17])=[O:14])=[O:6].ICCC[Si:25]([C:28]([CH3:31])([CH3:30])[CH3:29])([CH3:27])[CH3:26].O.[CH2:33]1C[O:36][CH2:35][CH2:34]1>>[Si:25]([O:36][CH2:35][CH2:34][CH2:33][O:12][C@H:10]1[CH2:9][N:8]([C:13]([O:15][C:16]([CH3:17])([CH3:19])[CH3:18])=[O:14])[C@H:7]([C:5]([N:4]([CH3:20])[CH3:3])=[O:6])[CH2:11]1)([C:28]([CH3:29])([CH3:30])[CH3:31])([CH3:26])[CH3:27] |f:0.1|. Procedure details: Under nitrogen atmosphere, to a suspension of 1.55 g of NaH in THF (100 ml) was added 10.0 g of tert-butyl (2S,4S)-2-[(dimethylamino)carbonyl]-4-hydroxypyrrolidine-1-carboxylate and the reaction mixture was stirred at 50° C. for one hour. Thereafter, at the same temperature, solution of 23.2 g of (3-iodopropyl)-tert-butyl-dimethyl silane in THF (10 ml) was added, and the solution was refluxed for two hours. The solution was poured into water and the resulting mixture was extracted with EtOAc; th...